Dataset: the Open Reaction Database (ORD), a public repository of structured organic reaction records. Task: describe an organic reaction: reactants, conditions, products, and yield Reactants: C(C)(C)(C)OC(=O)N1CC2C(C1)O2 (1-t-butoxycarbonyl-3,4-epoxypyrrolidine), C(C1=CC=CC=C1)NCC1=CC=CC=C1 (dibenzylamine). Yields the product C(C)(C)(C)OC(=O)N1CC(C(C1)O)N(CC1=CC=CC=C1)CC1=CC=CC=C1 (1-t-butoxycarbonyl-3-dibenzylamino-4-hydroxypyrrolidine). Reaction SMILES: [C:1]([O:5][C:6]([N:8]1[CH2:12][CH:11]2[O:13][CH:10]2[CH2:9]1)=[O:7])([CH3:4])([CH3:3])[CH3:2].[CH2:14]([NH:21][CH2:22][C:23]1[CH:28]=[CH:27][CH:26]=[CH:25][CH:24]=1)[C:15]1[CH:20]=[CH:19][CH:18]=[CH:17][CH:16]=1>C(O)C>[C:1]([O:5][C:6]([N:8]1[CH2:9][CH:10]([OH:13])[CH:11]([N:21]([CH2:14][C:15]2[CH:20]=[CH:19][CH:18]=[CH:17][CH:16]=2)[CH2:22][C:23]2[CH:28]=[CH:27][CH:26]=[CH:25][CH:24]=2)[CH2:12]1)=[O:7])([CH3:2])([CH3:3])[CH3:4]. Reported procedure: 3.7 g (0.02 mole) of 1-t-butoxycarbonyl-3,4-epoxypyrrolidine (prepared as described in Preparation 8) were dissolved in 15 ml of ethanol. 7.88 g (0.04 mole) of dibenzylamine were added to the solution, and the mixture was heated under reflux for 10 hours. At the end of this time, the solvent was removed by evaporation under reduced pressure, and the residue was subjected to column chromatography through silica gel, eluted with a 12:88 by volume mixture of ethyl acetate and toluene, to give 1.21 ... Solvent: C(C)O (ethanol). Isolated yield 15.8%. Product: C(C=C)C=1C(C2=C(NC(C1O)=O)C=C(C=C2)Cl)=O (4-Allyl-8-chloro-3-hydroxy-2,5-dioxo-2,5-dihydro-1H-benz[b]azepine). Reactants: C(C=C)C=1C(C2=C(NC(C1OC)=O)C=C(C=C2)Cl)=O (4-allyl-8-chloro-3-methoxy-2,5-dioxo-2,5-dihydro-1H-benz[b]azepine), B(Br)(Br)Br (boron tribromide). The solvent is ClCCl (dichloromethane). Yield: 49.0%. Conditions: time 1.5 hour. As a reaction SMILES: [CH2:1]([C:4]1[C:5](=[O:19])[C:6]2[CH:17]=[CH:16][C:15]([Cl:18])=[CH:14][C:7]=2[NH:8][C:9](=[O:13])[C:10]=1[O:11]C)[CH:2]=[CH2:3].B(Br)(Br)Br>ClCCl>[CH2:1]([C:4]1[C:5](=[O:19])[C:6]2[CH:17]=[CH:16][C:15]([Cl:18])=[CH:14][C:7]=2[NH:8][C:9](=[O:13])[C:10]=1[OH:11])[CH:2]=[CH2:3]. Procedure details: To a solution of 4-allyl-8-chloro-3-methoxy-2,5-dioxo-2,5-dihydro-1H-benz[b]azepine (0.159 g) in dichloromethane (10 mL) was added boron tribromide (1M in dichloromethane, 1.8 mL). After 1.5 hours, the reaction mixture was quenched with 50 mL of saturated aqueous sodium bicarbonate. Dichloromethane (30 mL) was added and the mixture was adjusted to pH 3 using 2.4N hydrochloric acid. The organic portion was separated, washed (water, brine), dried and evaporated. The resulting yellowish solid was t... Reactants: CN=C=S (methyl isothiocyanate), C(C)(C)[N-]C(C)C.[Li+] (lithium diisopropylamide), ClC1=CC=C(C(CC2=CC=CC=C2)C#N)C=C1 (4-chlorophenylmethylbenzylcyanide). Solvent: O1CCCC1 (tetrahydrofuran), O1CCCC1 (tetrahydrofuran), O1CCCC1 (tetrahydrofuran). Conditions: time 30 minute. Yields the product CNC(C(C)(C#N)C1=CC=C(C=C1)Cl)=S (N-methyl-2-(4-chlorophenyl)-2-cyano-thiopropionamide). The yield is 31.4%. Reaction SMILES: [Cl:1][C:2]1[CH:17]=[CH:16][C:5]([CH:6]([C:14]#[N:15])[CH2:7]C2C=CC=CC=2)=[CH:4][CH:3]=1.C([N-]C(C)C)(C)C.[Li+].[CH3:26][N:27]=[C:28]=[S:29]>O1CCCC1>[CH3:26][NH:27][C:28](=[S:29])[C:6]([C:5]1[CH:4]=[CH:3][C:2]([Cl:1])=[CH:17][CH:16]=1)([C:14]#[N:15])[CH3:7] |f:1.2|. Procedure: To a 10 ml tetrahydrofuran solution containing 1.00 g (6 mmole) of 4-chlorophenylmethylbenzylcyanide was added a 3.2 ml tetrahydrofuran solution containing 2 M of lithium diisopropylamide at -60° C. After stirring for 30 minutes under the same conditions, a 5 ml tetrahydrofuran solution containing 0.44 g (6 mmol) of methyl isothiocyanate was added to the mixture and the mixture was allowed to stand at room temperature overnight. The solvent was removed from the reaction mixture under reduced pre... Reactants: BrC1=CC(=CC2=C1NC(=N2)N2[C@@H](CN(CC2)C2=NC=CC=C2Cl)C)C(F)(F)F (7-Bromo-2-[(2R)-4-(3-chloropyridin-2-yl)-2-methylpiperazin-1-yl]-5-(trifluoromethyl)-1H-benzoimidazole), FC1=CC=C(C=C1)B(O)O (4-fluoro-phenylboronic acid). Yields the product ClC=1C(=NC=CC1)N1C[C@H](N(CC1)C1=NC2=C(N1)C(=CC(=C2)C(F)(F)F)C2=CC=C(C=C2)F)C (2-[(2R)-4-(3-Chloro-pyridin-2-yl)-2-methyl-piperazin-1-yl]-7-(4-fluoro-phenyl)-5-trifluoromethyl-1H-benzoimidazole). RXN SMILES: Br[C:2]1[C:7]2[NH:8][C:9]([N:11]3[CH2:16][CH2:15][N:14]([C:17]4[C:22]([Cl:23])=[CH:21][CH:20]=[CH:19][N:18]=4)[CH2:13][C@H:12]3[CH3:24])=[N:10][C:6]=2[CH:5]=[C:4]([C:25]([F:28])([F:27])[F:26])[CH:3]=1.[F:29][C:30]1[CH:35]=[CH:34][C:33](B(O)O)=[CH:32][CH:31]=1>>[Cl:23][C:22]1[C:17]([N:14]2[CH2:15][CH2:16][N:11]([C:9]3[NH:8][C:7]4[C:2]([C:33]5[CH:34]=[CH:35][C:30]([F:29])=[CH:31][CH:32]=5)=[CH:3][C:4]([C:25]([F:28])([F:26])[F:27])=[CH:5][C:6]=4[N:10]=3)[C@H:12]([CH3:24])[CH2:13]2)=[N:18][CH:19]=[CH:20][CH:21]=1. Procedure: 7-Bromo-2-[(2R)-4-(3-chloropyridin-2-yl)-2-methylpiperazin-1-yl]-5-(trifluoromethyl)-1H-benzoimidazole (95 mg, 0.2 mmol, Example 77) and 4-fluoro-phenylboronic acid (35 mg, 0.25 mmol, Aldrich) reacted under the conditions of Example 51a to give the title compound as a white amorphous solid. MS (ESI, pos. ion) m/z: 490 (M+1). Starting materials: Cl (hydrochloric acid), ClCC(C1=C(C=CC=C1)OC)O (α-chloromethyl-2-methoxybenzylalcohol), COC=1C=C(CCN)C=CC1OC (3,4-dimethoxyphenethylamine), C(Cl)(Cl)Cl (chloroform). Run in C(C)OCC (diethylether), C(C)O (ethanol). Yields the product Cl.COC=1C=C(CCNCC(C2=C(C=CC=C2)OC)O)C=CC1OC (α-(3,4-dimethoxyphenethylaminomethyl)-2-methoxybenzylalcohol hydrochloride). The yield is 41.1%. Reaction SMILES: [Cl:1][CH2:2][CH:3]([OH:12])[C:4]1[CH:9]=[CH:8][CH:7]=[CH:6][C:5]=1[O:10][CH3:11].[CH3:13][O:14][C:15]1[CH:16]=[C:17]([CH:21]=[CH:22][C:23]=1[O:24][CH3:25])[CH2:18][CH2:19][NH2:20].C(Cl)(Cl)Cl.Cl>C(O)C.C(OCC)C>[ClH:1].[CH3:13][O:14][C:15]1[CH:16]=[C:17]([CH:21]=[CH:22][C:23]=1[O:24][CH3:25])[CH2:18][CH2:19][NH:20][CH2:2][CH:3]([OH:12])[C:4]1[CH:9]=[CH:8][CH:7]=[CH:6][C:5]=1[O:10][CH3:11] |f:6.7|. Procedure: A mixture of 3.7 g of α-chloromethyl-2-methoxybenzylalcohol (crude oil) and 10.9 g of 3,4-dimethoxyphenethylamine is heated at 130° to 140° C. for 2 hours. After cooling, chloroform is added to the reaction mixture, and said mixture is washed with water. The mixture is dried and evaporated to remove solvent. 30 ml of ethanol are added to the residue obtained. Then, hydrochloric acid-containing diethylether is added to the ethanol mixture, and crystalline precipitates are collected by filtration.... Reactants: Brc1ncccn1, O=C([O-])O, CCO, CCOC(=O)CC1Cc2ccc(OCCCN)cc2Cc2ccccc21, [Na+]. Product: CCOC(=O)CC1Cc2ccc(OCCCNc3ncccn3)cc2Cc2ccccc21. Reaction SMILES: [Br:32][c:33]1[n:34][cH:35][cH:36][cH:37][n:38]1.[C:27](=[O:28])([OH:29])[O-:30].[CH3:39][CH2:40][OH:41].[NH2:1][CH2:2][CH2:3][CH2:4][O:5][c:6]1[cH:7][cH:8][c:9]2[c:10]([cH:26]1)[CH2:11][c:12]1[c:13]([cH:22][cH:23][cH:24][cH:25]1)[CH:14]([CH2:16][C:17](=[O:18])[O:19][CH2:20][CH3:21])[CH2:15]2.[Na+:31]>>[NH:1]([CH2:2][CH2:3][CH2:4][O:5][c:6]1[cH:7][cH:8][c:9]2[c:10]([cH:26]1)[CH2:11][c:12]1[c:13]([cH:22][cH:23][cH:24][cH:25]1)[CH:14]([CH2:16][C:17](=[O:18])[O:19][CH2:20][CH3:21])[CH2:15]2)[c:33]1[n:34][cH:35][cH:36][cH:37][n:38]1. The product is C(C(C)C)NC(\C=C\C=C\CCCCCCCOC1=NC2=CC=CC=C2C(=C1)Cl)=O ((2E,4E) N-Isobutyl 12-(4-chloro-2-quinolinyloxy)-dodeca-2,4-dienamide). Starting materials: ClC1=NC2=CC=CC=C2C(=C1)Cl (2,4-dichloroquinoline), C(C(C)C)NC(C=C(C=CCCCCCCCOC1=NC2=CC=CC=C2C(=C1)Cl)C)=O (N-Isobutyl 3-methyl-12-(4-chloro-2-quinolinyloxy)dodeca-2,4-dienamide), CCOC(=O)/C=C/CP(=O)(OCC)OCC (triethyl 4-phosphonocrotonate). Reported procedure: Starting from 2,4-dichloroquinoline (see Compound 14) and triethyl 4-phosphonocrotonate. RXN SMILES: ClC1C=C(Cl)C2C(=CC=CC=2)N=1.[CH2:13]([NH:17][C:18](=[O:43])[CH:19]=[C:20](C)[CH:21]=[CH:22][CH2:23][CH2:24][CH2:25][CH2:26][CH2:27][CH2:28][CH2:29][O:30][C:31]1[CH:40]=[C:39]([Cl:41])[C:38]2[C:33](=[CH:34][CH:35]=[CH:36][CH:37]=2)[N:32]=1)[CH:14]([CH3:16])[CH3:15].CCOC(/C=C/CP(OCC)(OCC)=O)=O>>[CH2:13]([NH:17][C:18](=[O:43])/[CH:19]=[CH:20]/[CH:21]=[CH:22]/[CH2:23][CH2:24][CH2:25][CH2:26][CH2:27][CH2:28][CH2:29][O:30][C:31]1[CH:40]=[C:39]([Cl:41])[C:38]2[C:33](=[CH:34][CH:35]=[CH:36][CH:37]=2)[N:32]=1)[CH:14]([CH3:16])[CH3:15]. Procedure: Pentoxifylline (1.0 g, 3.59 mmol) was dissolved in methanol (20 mL) and DCM (3 mL) then cooled to 0° C. To the reaction was added sodium borohydride (0.41 g, 10.8 mmol) portionwise over 30 min. The reaction was stirred in the cold for 2 h; then it was evaporated to dryness under reduced pressure, diluted with water (100 mL) and extracted with ethyl acetate (3×75 mL). The combined extracts were dried with magnesium sulfate, filtered and the solvent was removed under reduced pressure to give 1-(5-... Yields the product OC(CCCCN1C(N(C=2N=CN(C2C1=O)C)C)=O)C (1-(5-hydroxyhexyl)-3,7-dimethyl-1H-purine-2,6(3H,7H)-dione). As a reaction SMILES: [CH3:1][C:2]([CH2:4][CH2:5][CH2:6][CH2:7][N:8]1[C:18](=[O:19])[N:17]([CH3:20])[C:12]2[N:13]=[CH:14][N:15]([CH3:16])[C:11]=2[C:9]1=[O:10])=[O:3].C(Cl)Cl.[BH4-].[Na+]>CO>[OH:3][CH:2]([CH3:1])[CH2:4][CH2:5][CH2:6][CH2:7][N:8]1[C:9](=[O:10])[C:11]2[N:15]([CH3:16])[CH:14]=[N:13][C:12]=2[N:17]([CH3:20])[C:18]1=[O:19] |f:2.3|. Run in CO (methanol). Yield: 71.5%. Reaction conditions: time 2 hour. Reactants: C(Cl)Cl (DCM), CC(=O)CCCCN1C(=O)C2=C(N=CN2C)N(C1=O)C (Pentoxifylline), [BH4-].[Na+] (sodium borohydride). Starting materials: [Al+3], COc1cc(C2=Cc3ccc(OC)c(OC(C)C)c3CCC2)cc(OC)c1OC, [Cl-], [Cl-], [Cl-], O. The product is COc1ccc2c(c1O)CCCC(c1cc(OC)c(OC)c(OC)c1)=C2. Reaction SMILES: [Al+3:31].[CH:1]([CH3:2])([CH3:3])[O:4][c:5]1[c:6]([O:28][CH3:29])[cH:7][cH:8][c:9]2[c:15]1[CH2:14][CH2:13][CH2:12][C:11]([c:16]1[cH:17][c:18]([O:26][CH3:27])[c:19]([O:24][CH3:25])[c:20]([O:22][CH3:23])[cH:21]1)=[CH:10]2.[Cl-:30].[Cl-:32].[Cl-:33].[OH2:34]>>[OH:4][c:5]1[c:6]([O:28][CH3:29])[cH:7][cH:8][c:9]2[c:15]1[CH2:14][CH2:13][CH2:12][C:11]([c:16]1[cH:17][c:18]([O:26][CH3:27])[c:19]([O:24][CH3:25])[c:20]([O:22][CH3:23])[cH:21]1)=[CH:10]2. Reactants: CN1CCCC1=O, O=c1[nH]nc2c(Cl)c(-c3ccc(Cl)cc3)cnn12, O=C(O)C(F)(F)F, c1c[nH]cn1. Yields the product O=C(O)C(F)(F)F, O=c1[nH]nc2c(-n3ccnc3)c(-c3ccc(Cl)cc3)cnn12. As a reaction SMILES: [CH3:31][N:32]1[CH2:33][CH2:34][CH2:35][C:36]1=[O:37].[Cl:1][c:2]1[c:3]2[n:4]([n:5][cH:6][c:7]1-[c:8]1[cH:9][cH:10][c:11]([Cl:14])[cH:12][cH:13]1)[c:15](=[O:18])[nH:16][n:17]2.[F:24][C:25]([C:26](=[O:27])[OH:28])([F:29])[F:30].[nH:19]1[cH:20][n:21][cH:22][cH:23]1>>[F:24][C:25]([C:26](=[O:27])[OH:28])([F:29])[F:30].[c:2]1(-[n:19]2[cH:20][n:21][cH:22][cH:23]2)[c:3]2[n:4]([n:5][cH:6][c:7]1-[c:8]1[cH:9][cH:10][c:11]([Cl:14])[cH:12][cH:13]1)[c:15](=[O:18])[nH:16][n:17]2.